This data is from the Open Reaction Database (ORD), a public repository of structured organic reaction records. The task is: describe an organic reaction: reactants, conditions, products, and yield Starting materials: C(C)(C)(C)OC(=O)N1CCC(CC1)(C(=O)N)C1=CC=CC=C1 (1-tert-Butoxycarbonyl-4-phenyl-piperidine-4-carboxylic acid amide), Cl (HCl), O1CCOCC1 (dioxane). The product is Cl.C1(=CC=CC=C1)C1(CCNCC1)C(=O)N (4-phenyl-piperidine-4-carboxylic acid amide-hydrochloride). Reaction SMILES: C(OC([N:8]1[CH2:13][CH2:12][C:11]([C:17]2[CH:22]=[CH:21][CH:20]=[CH:19][CH:18]=2)([C:14]([NH2:16])=[O:15])[CH2:10][CH2:9]1)=O)(C)(C)C.[ClH:23].O1CCOCC1>>[ClH:23].[C:17]1([C:11]2([C:14]([NH2:16])=[O:15])[CH2:10][CH2:9][NH:8][CH2:13][CH2:12]2)[CH:18]=[CH:19][CH:20]=[CH:21][CH:22]=1 |f:3.4|. Procedure: 1-tert-Butoxycarbonyl-4-phenyl-piperidine-4-carboxylic acid amide (0.95 g, 3.12 mmol) was combined with HCl in dioxane (10 mL, 4N, 40 mmol, 13 eq.) at ambient temperature for 1 h. The solvent was concentrated in vacuo and ethyl acetate was added. The slurry was filtered and dried under high vacuum for 48 h to give the title compound: HPLC analysis Rt =5.56 min. using a C-18 column eluting with a acetonitrile:water (0.1% TFA), flow rate=1.0 mL/min., gradient (elution with CH3CN/H2O(0.1%TFA) 10% C... The reactants are C(C=C)OCC(=O)Cl (Allyloxyacetyl chloride), C(C)(=O)OCC(COC(C)=O)NC(=O)C1=C(C(=C(C(=C1I)N)I)C(=O)NC(COC(C)=O)COC(C)=O)I (N,N'-bis[2-(acetyloxy)-1-[(acetyloxy)methyl]ethyl]-5-amino-2,4,6-triiodo-1,3-benzenedicarboxamide), ice water. The solvent is CN(C(C)=O)C (N,N-dimethylacetamide). Reaction conditions: temperature 5 celsius, time 20 hour. Yields the product C(C)(=O)OCC(COC(C)=O)NC(=O)C1=C(C(=C(C(=C1I)NC(COCC=C)=O)I)C(=O)NC(COC(C)=O)COC(C)=O)I (N,N'-Bis[2-(acetyloxy)-1-[(acetyloxy)methyl]ethyl]-5-[(2-propenyloxy)acetyl ]amino-2,4,6-triiodo-1,3-benzenedicarboxamide). Yield: 97.2%. As a reaction SMILES: [CH2:1]([O:4][CH2:5][C:6](Cl)=[O:7])[CH:2]=[CH2:3].[C:9]([O:12][CH2:13][CH:14]([NH:20][C:21]([C:23]1[C:28]([I:29])=[C:27]([NH2:30])[C:26]([I:31])=[C:25]([C:32]([NH:34][CH:35]([CH2:41][O:42][C:43](=[O:45])[CH3:44])[CH2:36][O:37][C:38](=[O:40])[CH3:39])=[O:33])[C:24]=1[I:46])=[O:22])[CH2:15][O:16][C:17](=[O:19])[CH3:18])(=[O:11])[CH3:10]>CN(C)C(=O)C>[C:43]([O:42][CH2:41][CH:35]([NH:34][C:32]([C:25]1[C:26]([I:31])=[C:27]([NH:30][C:6](=[O:7])[CH2:5][O:4][CH2:1][CH:2]=[CH2:3])[C:28]([I:29])=[C:23]([C:21]([NH:20][CH:14]([CH2:15][O:16][C:17](=[O:19])[CH3:18])[CH2:13][O:12][C:9](=[O:11])[CH3:10])=[O:22])[C:24]=1[I:46])=[O:33])[CH2:36][O:37][C:38](=[O:40])[CH3:39])(=[O:45])[CH3:44]. Procedure details: Allyloxyacetyl chloride (9.0 g, 67 mmol) was added dropwise to a stirred solution of N,N'-bis[2-(acetyloxy)-1-[(acetyloxy)methyl]ethyl]-5-amino-2,4,6-triiodo-1,3-benzenedicarboxamide (30.0 g, 34 mmol) in N,N-dimethylacetamide (70 ml ) at 0°-5° C. The reaction mixture was stirred at 5° C. for 30 minutes and at room temperature for 20 hours. It was then slowly added dropwise to a well stirred mixture of ice-water (1.5 L), when a white solid separated out. This was collected by filtration, washed w...